From a dataset of the Open Reaction Database (ORD), a public repository of structured organic reaction records. describe an organic reaction: reactants, conditions, products, and yield Reactants: [H-].[Al+3].[Li+].[H-].[H-].[H-] (Lithium aluminum hydride), C(C)C1CC(C1)N1C=NC(=C1)C(=O)OCC (ethyl 1-(3-ethylcyclobutyl)-1H-imidazole-4-carboxylate). The solvent is C(C)OCC (diethyl ether), S(=O)(=O)([O-])[O-].[Na+].[Na+] (sodium sulfate), O1CCCC1 (tetrahydrofuran), O1CCCC1 (tetrahydrofuran). Run at temperature 0 celsius, time 30 minute. Yields the product C(C)C1CC(C1)N1C=NC(=C1)CO ([1-(3-Ethylcyclobutyl)-1H-imidazol-4-yl]methanol). Reaction SMILES: [H-].[Al+3].[Li+].[H-].[H-].[H-].[CH2:7]([CH:9]1[CH2:12][CH:11]([N:13]2[CH:17]=[C:16]([C:18](OCC)=[O:19])[N:15]=[CH:14]2)[CH2:10]1)[CH3:8]>O1CCCC1.C(OCC)C.S([O-])([O-])(=O)=O.[Na+].[Na+]>[CH2:7]([CH:9]1[CH2:10][CH:11]([N:13]2[CH:17]=[C:16]([CH2:18][OH:19])[N:15]=[CH:14]2)[CH2:12]1)[CH3:8] |f:0.1.2.3.4.5,9.10.11|. Procedure details: Lithium aluminum hydride (92%, 80 mg) was suspended in tetrahydrofuran (4 mL). To this suspension, a solution of ethyl 1-(3-ethylcyclobutyl)-1H-imidazole-4-carboxylate in tetrahydrofuran (5 mL) was slowly added dropwise at 0° C. After stirring at 0° C. for 30 minutes, the reaction solution was diluted with diethyl ether, and saturated aqueous sodium sulfate was added thereto. After stirring at room temperature for 1 hour, the formed inorganic salt was removed by filtration through celite. The fi... The reactants are CCCCCC=CCC=CCCCCCCCC(=O)O, CCCCCC, O=C(Cl)C(=O)Cl. The product is CCCCCC=CCC=CCCCCCCCC(=O)Cl. RXN SMILES: [CH3:1][CH2:2][CH2:3][CH2:4][CH2:5][CH:6]=[CH:7][CH2:8][CH:9]=[CH:10][CH2:11][CH2:12][CH2:13][CH2:14][CH2:15][CH2:16][CH2:17][C:18]([OH:19])=[O:20].[CH3:27][CH2:28][CH2:29][CH2:30][CH2:31][CH3:32].[Cl:21][C:22]([C:23]([Cl:24])=[O:25])=[O:26]>>[CH3:1][CH2:2][CH2:3][CH2:4][CH2:5][CH:6]=[CH:7][CH2:8][CH:9]=[CH:10][CH2:11][CH2:12][CH2:13][CH2:14][CH2:15][CH2:16][CH2:17][C:18](=[O:20])[Cl:21]. Starting materials: CCn1c(=O)c2c(nc(C=Cc3ccc(OCCCCBr)cc3)n2C)n(CC)c1=O, CN(C)C=O, [N-]=[N+]=[N-], [Na+], O. The product is CCn1c(=O)c2c(nc(C=Cc3ccc(OCCCCN=[N+]=[N-])cc3)n2C)n(CC)c1=O. As a reaction SMILES: [Br:1][CH2:2][CH2:3][CH2:4][CH2:5][O:6][c:7]1[cH:8][cH:9][c:10]([CH:11]=[CH:12][c:13]2[n:14][c:15]3[n:16]([CH2:27][CH3:28])[c:17](=[O:26])[n:18]([CH2:24][CH3:25])[c:19](=[O:23])[c:20]3[n:21]2[CH3:22])[cH:29][cH:30]1.[CH3:36][N:37]([CH3:38])[CH:39]=[O:40].[N-:32]=[N+:33]=[N-:34].[Na+:31].[OH2:35]>>[CH2:2]([CH2:3][CH2:4][CH2:5][O:6][c:7]1[cH:8][cH:9][c:10]([CH:11]=[CH:12][c:13]2[n:14][c:15]3[n:16]([CH2:27][CH3:28])[c:17](=[O:26])[n:18]([CH2:24][CH3:25])[c:19](=[O:23])[c:20]3[n:21]2[CH3:22])[cH:29][cH:30]1)[N:32]=[N+:33]=[N-:34]. Starting materials: NC=1C=CC(=C(C1)NC(C)=O)[N+](=O)[O-] (N-(5-amino-2-nitro-phenyl)-acetamide), COC1(OC(CC1)OC)COC (2,5-dimethoxy-2-methoxymethyl-tetrahydro-furan), ClC=1C=CC(=C(N)C1)[N+](=O)[O-] (5-chloro-2-nitroaniline). Solvent: CC(=O)O (HOAc). The product is COCC=1N(C=CC1)C=1C=CC(=C(C1)N)[N+](=O)[O-] (5-(2-Methoxymethyl-pyrrol-1-yl)-2-nitro-phenylamine), solid. As a reaction SMILES: [NH2:1][C:2]1[CH:3]=[CH:4][C:5]([N+:12]([O-:14])=[O:13])=[C:6]([NH:8]C(=O)C)[CH:7]=1.ClC1C=CC([N+]([O-])=O)=C(C=1)N.CO[C:28]1([CH2:35]OC)[CH2:32][CH2:31][CH:30]([O:33][CH3:34])O1>CC(O)=O>[CH3:34][O:33][CH2:30][C:31]1[N:1]([C:2]2[CH:3]=[CH:4][C:5]([N+:12]([O-:14])=[O:13])=[C:6]([NH2:8])[CH:7]=2)[CH:35]=[CH:28][CH:32]=1. Procedure details: The title compound was prepared from N-(5-amino-2-nitro-phenyl)-acetamide [prepared from commercially available 5-chloro-2-nitroaniline as described in Example F6] and 2,5-dimethoxy-2-methoxymethyl-tetrahydro-furan [CAS-no. 98560-90-8] in HOAc at 60° C. for 2 h according to the general procedure F. Obtained as a light brown solid (620 mg). Deacetylation of this material was perfomed by stirring with 2 eq. 2 N NaOH-sol. in 1,4-dioxane at 60° C. for 21 h. Obtained as a yellow solid (511 mg). Reaction SMILES: [Cl:1][CH2:2][CH2:3][CH2:4][CH2:5][C:6](=[O:7])[c:8]1[c:9]([Cl:14])[cH:10][cH:11][cH:12][cH:13]1.[NH:15]1[CH2:16][CH2:17][CH:18]([c:21]2[cH:22][c:23]([NH:27][C:28](=[O:29])[CH:30]3[CH2:31][CH2:32]3)[cH:24][cH:25][cH:26]2)[CH2:19][CH2:20]1>>[CH2:2]([CH2:3][CH2:4][CH2:5][C:6](=[O:7])[c:8]1[c:9]([Cl:14])[cH:10][cH:11][cH:12][cH:13]1)[N:15]1[CH2:16][CH2:17][CH:18]([c:21]2[cH:22][c:23]([NH:27][C:28](=[O:29])[CH:30]3[CH2:31][CH2:32]3)[cH:24][cH:25][cH:26]2)[CH2:19][CH2:20]1. Yields the product O=C(CCCCN1CCC(c2cccc(NC(=O)C3CC3)c2)CC1)c1ccccc1Cl. Reactants: O=C(CCCCCl)c1ccccc1Cl, O=C(Nc1cccc(C2CCNCC2)c1)C1CC1.